Dataset: the Open Reaction Database (ORD), a public repository of structured organic reaction records. Task: describe an organic reaction: reactants, conditions, products, and yield Reactants: ClC1=CC=C(C=C1)C=1C(=C2C(=NC1C1=C(C=C(C=C1)Cl)Cl)N(N=C2)C2=CC=CC=C2)N (5-(4-chloro-phenyl)-6-(2,4-dichloro-phenyl)-1-phenyl-1H-pyrazolo[3,4-b]pyridin-4-ylamine), N(=O)OC(C)(C)C (tert-butyl nitrite), CCO (EtOH). Conditions: temperature 80 celsius. The product is ClC1=CC=C(C=C1)C=1C=C2C(=NC1C1=C(C=C(C=C1)Cl)Cl)N(N=C2)C2=CC=CC=C2 (5-(4-Chloro-phenyl)-6-(2,4-dichloro-phenyl)-1-phenyl-1H-pyrazolo[3,4-b]pyridine), ClC1=CC=C(C=C1)C=1C(=C2C(=NC1C1=C(C=C(C=C1)Cl)Cl)N(N=C2)C2=CC=CC=C2)OCC (5-(4-chlorophenyl)-6-(2,4-dichloro-phenyl)-4-ethoxy-1-phenyl-1H-pyrazolo[3,4-b]pyridine). Reaction SMILES: [Cl:1][C:2]1[CH:7]=[CH:6][C:5]([C:8]2[C:9](N)=[C:10]3[CH:24]=[N:23][N:22]([C:25]4[CH:30]=[CH:29][CH:28]=[CH:27][CH:26]=4)[C:11]3=[N:12][C:13]=2[C:14]2[CH:19]=[CH:18][C:17]([Cl:20])=[CH:16][C:15]=2[Cl:21])=[CH:4][CH:3]=1.N(O[C:35]([CH3:38])([CH3:37])[CH3:36])=O.[CH3:39][CH2:40][OH:41]>>[Cl:1][C:2]1[CH:3]=[CH:4][C:5]([C:8]2[CH:9]=[C:10]3[CH:24]=[N:23][N:22]([C:25]4[CH:30]=[CH:29][CH:28]=[CH:27][CH:26]=4)[C:11]3=[N:12][C:13]=2[C:14]2[CH:19]=[CH:18][C:17]([Cl:20])=[CH:16][C:15]=2[Cl:21])=[CH:6][CH:7]=1.[Cl:1][C:2]1[CH:7]=[CH:37][C:35]([C:38]2[C:9]([O:41][CH2:40][CH3:39])=[C:10]3[CH:24]=[N:23][N:22]([C:25]4[CH:30]=[CH:29][CH:28]=[CH:27][CH:26]=4)[C:11]3=[N:12][C:13]=2[C:14]2[CH:19]=[CH:18][C:17]([Cl:20])=[CH:16][C:15]=2[Cl:21])=[CH:36][CH:3]=1. Reported procedure: A solution of 5-(4-chloro-phenyl)-6-(2,4-dichloro-phenyl)-1-phenyl-1H-pyrazolo[3,4-b]pyridin-4-ylamine (10 mg, 0.022 mol) in EtOH (1 mL) is treated with tert-butyl nitrite (23 mg, 0.22 mol) and heated to 80° C. for 16 hours. After cooling down to room temperature, the mixture is concentrated and purified by preparative thin layer chromatography to provide 5-(4-Chloro-phenyl)-6-(2,4-dichloro-phenyl)-1-phenyl-1H-pyrazolo[3,4-b]pyridine (Example 4) and 5-(4-chlorophenyl)-6-(2,4-dichloro-phenyl)-4-e... The reactants are C1CCOC1, CI, CCOC(=O)c1cc2cccc(F)c2[nH]1, [H-], [Na+]. The product is CCOC(=O)c1cc2cccc(F)c2n1C. Reaction SMILES: [CH2:20]1[O:21][CH2:22][CH2:23][CH2:24]1.[CH3:18][I:19].[F:3][c:4]1[cH:5][cH:6][cH:7][c:8]2[cH:9][c:10]([C:13](=[O:14])[O:15][CH2:16][CH3:17])[nH:11][c:12]12.[H-:1].[Na+:2]>>[F:3][c:4]1[cH:5][cH:6][cH:7][c:8]2[cH:9][c:10]([C:13](=[O:14])[O:15][CH2:16][CH3:17])[n:11]([CH3:18])[c:12]12. The reactants are C(C)(C)(C)OC(=O)N[C@@H]1CN(C[C@@H]([C@@H]1N1N=NC=C1)C)C1=C(C=NC=C1)NC(=O)C1=NC2=CC(=CC=C2C=C1NC(OCC1=CC=CC=C1)=O)C=1CCOCC1 (benzyl [2-[({4-[(3R,4S,5S)-3-[(tert-butoxycarbonyl)amino]-5-methyl-4-(1H-1,2,3-triazol-1-yl)piperidin-1-yl]pyridin-3-yl}amino)carbonyl]-7-(3,6-dihydro-2H-pyran-4-yl)quinolin-3-yl]carbamate), C1CCOC1 (THF), Cl (HCl), O1CCOCC1 (dioxane). The solvent is CO (MeOH). Reaction conditions: time 1 hour. The product is NC=1C(=NC2=CC(=CC=C2C1)C1CCOCC1)C(=O)NC=1C=NC=CC1N1C[C@H]([C@H]([C@H](C1)C)N1N=NC=C1)N (3-Amino-N-{4-[(3R,4S,5S)-3-amino-5-methyl-4-(1H-1,2,3-triazol-1-yl)piperidin-1-yl]pyridin-3-yl}-7-(tetrahydro-2H-pyran-4-yl)quinoline-2-carboxamide). Isolated yield 68.2%. RXN SMILES: C(OC([NH:8][C@H:9]1[C@@H:14]([N:15]2[CH:19]=[CH:18][N:17]=[N:16]2)[C@@H:13]([CH3:20])[CH2:12][N:11]([C:21]2[CH:26]=[CH:25][N:24]=[CH:23][C:22]=2[NH:27][C:28]([C:30]2[C:39]([NH:40]C(=O)OCC3C=CC=CC=3)=[CH:38][C:37]3[C:32](=[CH:33][C:34]([C:51]4[CH2:52][CH2:53][O:54][CH2:55][CH:56]=4)=[CH:35][CH:36]=3)[N:31]=2)=[O:29])[CH2:10]1)=O)(C)(C)C.C1COCC1.Cl.O1CCOCC1>CO>[NH2:40][C:39]1[C:30]([C:28]([NH:27][C:22]2[CH:23]=[N:24][CH:25]=[CH:26][C:21]=2[N:11]2[CH2:12][C@H:13]([CH3:20])[C@H:14]([N:15]3[CH:19]=[CH:18][N:17]=[N:16]3)[C@H:9]([NH2:8])[CH2:10]2)=[O:29])=[N:31][C:32]2[C:37]([CH:38]=1)=[CH:36][CH:35]=[C:34]([CH:51]1[CH2:56][CH2:55][O:54][CH2:53][CH2:52]1)[CH:33]=2. Procedure details: To a solution of benzyl [2-[({4-[(3R,4S,5S)-3-[(tert-butoxycarbonyl)amino]-5-methyl-4-(1H-1,2,3-triazol-1-yl)piperidin-1-yl]pyridin-3-yl}amino)carbonyl]-7-(3,6-dihydro-2H-pyran-4-yl)quinolin-3-yl]carbamate (4.0 mg, 0.005 mmol) in MeOH (0.3 mL) and THF (0.3 mL) 10% Pd on carbon (2 mg) was added. The reaction mixture was deoxygenated under reduced pressure and hydrogen was introduced via a balloon. The reaction mixture was stirred at room temperature under hydrogen for 1 h. The mixture was filtere... Yields the product N1(C=NC=C1)C1=CC=C(C=C1)CN(C(=O)C1CCCC2=CC=C(C=C12)OC)C1=CC=C(C=C1)C(C)C (N-{[4-(imidazol-1-yl)phenyl]methyl}-N-(4-isopropylphenyl)-7-methoxy-1,2,3,4-tetrahydronaphthalene-1-carboxamide). Isolated yield 30.9%. Procedure: By the reaction and treatment in the same manner as in Example 12 using 7-methoxy-1,2,3,4-tetrahydronaphthalene-1-carboxylic acid (0.39 g) and {[4-(imidazol-1-yl)phenyl]methyl}(4-isopropylphenyl)amine (0.55 g) as starting materials, N-{[4-(imidazol-1-yl)phenyl]methyl}-N-(4-isopropylphenyl)-7-methoxy-1,2,3,4-tetrahydronaphthalene-1-carboxamide ½ hydrate (0.28 g) was obtained. As a reaction SMILES: [CH3:1][O:2][C:3]1[CH:12]=[C:11]2[C:6]([CH2:7][CH2:8][CH2:9][CH:10]2[C:13]([OH:15])=O)=[CH:5][CH:4]=1.[N:16]1([C:21]2[CH:26]=[CH:25][C:24]([CH2:27][NH:28][C:29]3[CH:34]=[CH:33][C:32]([CH:35]([CH3:37])[CH3:36])=[CH:31][CH:30]=3)=[CH:23][CH:22]=2)[CH:20]=[CH:19][N:18]=[CH:17]1>>[N:16]1([C:21]2[CH:22]=[CH:23][C:24]([CH2:27][N:28]([C:29]3[CH:30]=[CH:31][C:32]([CH:35]([CH3:37])[CH3:36])=[CH:33][CH:34]=3)[C:13]([CH:10]3[C:11]4[C:6](=[CH:5][CH:4]=[C:3]([O:2][CH3:1])[CH:12]=4)[CH2:7][CH2:8][CH2:9]3)=[O:15])=[CH:25][CH:26]=2)[CH:20]=[CH:19][N:18]=[CH:17]1. Reactants: COC1=CC=C2CCCC(C2=C1)C(=O)O (7-methoxy-1,2,3,4-tetrahydronaphthalene-1-carboxylic acid), N1(C=NC=C1)C1=CC=C(C=C1)CNC1=CC=C(C=C1)C(C)C ({[4-(imidazol-1-yl)phenyl]methyl}(4-isopropylphenyl)amine). Starting materials: O=C([O-])[O-], CCOC(C)=O, CC#N, CN(C)C(=O)c1cnc(Cl)cn1, CC(COC(F)F)Oc1cc(O)cc(C(=O)Nc2ccn(C)n2)c1, [K+], [K+]. The product is CC(COC(F)F)Oc1cc(Oc2cnc(C(=O)N(C)C)cn2)cc(C(=O)Nc2ccn(C)n2)c1. RXN SMILES: [C:37](=[O:38])([O-:39])[O-:40].[CH3:43][CH2:44][O:45][C:46](=[O:47])[CH3:48].[CH3:49][C:50]#[N:51].[Cl:25][c:26]1[n:27][cH:28][c:29]([C:32](=[O:33])[N:34]([CH3:35])[CH3:36])[n:30][cH:31]1.[F:1][CH:2]([O:3][CH2:4][CH:5]([CH3:6])[O:7][c:8]1[cH:9][c:10]([C:11](=[O:12])[NH:13][c:14]2[n:15][n:16]([CH3:19])[cH:17][cH:18]2)[cH:20][c:21]([OH:23])[cH:22]1)[F:24].[K+:41].[K+:42]>>[F:1][CH:2]([O:3][CH2:4][CH:5]([CH3:6])[O:7][c:8]1[cH:9][c:10]([C:11](=[O:12])[NH:13][c:14]2[n:15][n:16]([CH3:19])[cH:17][cH:18]2)[cH:20][c:21]([O:23][c:26]2[n:27][cH:28][c:29]([C:32](=[O:33])[N:34]([CH3:35])[CH3:36])[n:30][cH:31]2)[cH:22]1)[F:24]. The reactants are C1=CC=CC=2C=C(CN3C(C21)=CC=2C=CC(=CC23)C(=O)N)C(=O)N (7H-indolo[2,1-a][2]benzazepine-6,10-dicarboxamide). The reagents and catalysts are [Pd] (Palladium on carbon), [Pd] (palladium on carbon). Solvent: CO (MeOH). Reaction conditions: time 8 hour. The product is C1=CC=CC=2CC(=CN3C(C21)=CC=2C=CC(=CC23)C(=O)N)C(=O)N (5H-indolo[2,1-a][2]benzazepine-6,10-dicarboxamide). As a reaction SMILES: [CH:1]1[C:11]2[C:10]3=[CH:12][C:13]4[CH:14]=[CH:15][C:16]([C:19]([NH2:21])=[O:20])=[CH:17][C:18]=4[N:9]3[CH2:8][C:7]([C:22]([NH2:24])=[O:23])=[CH:6][C:5]=2[CH:4]=[CH:3][CH:2]=1>[Pd].CO>[CH:1]1[C:11]2[C:10]3=[CH:12][C:13]4[CH:14]=[CH:15][C:16]([C:19]([NH2:21])=[O:20])=[CH:17][C:18]=4[N:9]3[CH:8]=[C:7]([C:22]([NH2:24])=[O:23])[CH2:6][C:5]=2[CH:4]=[CH:3][CH:2]=1. Procedure: 10% Palladium on carbon (50 mg, 0.05 mmol) was added to a solution of 7H-indolo[2,1-a][2]benzazepine-6,10-dicarboxamide, 13-cyclohexyl-N10-[(dimethylamino)sulfonyl]-N6,N6-bis(2-hydroxyethyl)-3-methoxy- (47 mg, 0.08 mmol) in MeOH (3 mL) and the reaction mixture was vacuum flushed with nitrogen (3×) and then with hydrogen (3×). The reaction mixture was stirred under a balloon of hydrogen overnight. Additional 10% palladium on carbon (30 mg, 0.03 mmol) was added and the reaction mixture was once ag... Starting materials: Brc1cccc(Br)n1, CCOC(C)=O, CC(C)CO, [Na]. The product is CC(C)COc1cccc(Br)n1. Reaction SMILES: [Br:7][c:8]1[n:9][c:10]([Br:14])[cH:11][cH:12][cH:13]1.[CH3:15][CH2:16][O:17][C:18]([CH3:19])=[O:20].[CH3:1][CH:2]([CH3:3])[CH2:4][OH:5].[Na:6]>>[CH3:1][CH:2]([CH3:3])[CH2:4][O:5][c:10]1[n:9][c:8]([Br:7])[cH:13][cH:12][cH:11]1.